From a dataset of the Open Reaction Database (ORD), a public repository of structured organic reaction records. describe an organic reaction: reactants, conditions, products, and yield Reactants: C(C1=CC=CC=C1)N(COC)C[Si](C)(C)C (N-benzyl-N(methoxymethyl)trimethylsilylmethylamine), C(\C=C\C1=CC=CC=C1)(=O)N1C(OC[C@@H]1C1=CC=CC=C1)=O (3-(trans-cinnamoyl)-4-(S)-phenyl-2-oxazolidinone), FC(C(=O)O)(F)F (trifluoroacetic acid). The solvent is C(C)(=O)OCC (ethyl acetate), C1(=CC=CC=C1)C (toluene). Reaction conditions: time 20 minute. Product: C(C1=CC=CC=C1)N1C[C@H]([C@@H](C1)C1=CC=CC=C1)C(=O)N1C(OC[C@@H]1C1=CC=CC=C1)=O (3-(trans-1-benzyl-4-phenyl-3-pyrrolidinylcarbonyl)-4-(S)-phenyl-2-oxazolidinone). Reaction SMILES: [C:1]([N:11]1[C@@H:15]([C:16]2[CH:21]=[CH:20][CH:19]=[CH:18][CH:17]=2)[CH2:14][O:13][C:12]1=[O:22])(=[O:10])/[CH:2]=[CH:3]/[C:4]1[CH:9]=[CH:8][CH:7]=[CH:6][CH:5]=1.[CH2:23]([N:30]([CH2:34][Si](C)(C)C)[CH2:31]OC)[C:24]1[CH:29]=[CH:28][CH:27]=[CH:26][CH:25]=1.FC(F)(F)C(O)=O>C1(C)C=CC=CC=1.C(OCC)(=O)C>[CH2:23]([N:30]1[CH2:34][C@@H:3]([C:4]2[CH:5]=[CH:6][CH:7]=[CH:8][CH:9]=2)[C@H:2]([C:1]([N:11]2[C@@H:15]([C:16]3[CH:17]=[CH:18][CH:19]=[CH:20][CH:21]=3)[CH2:14][O:13][C:12]2=[O:22])=[O:10])[CH2:31]1)[C:24]1[CH:29]=[CH:28][CH:27]=[CH:26][CH:25]=1. Reported procedure: The compound from step 8b (294 mg, 1.2 mmol) was dissolved in toluene (10 mL), and the solution flushed with N2. N-benzyl-N(methoxymethyl)trimethylsilylmethylamine (284 mg, 0.227 mmol) was added, the mixture was stirred for 20 minutes and trifluoroacetic acid (1M, 0.1 mL, 0.10 mmol) was added dropwise. The mixture was stirred for 1.5 hour at room temperature, then diluted with 50 mL of ethyl acetate, washed with 5% aqueous NaHCO3 and dried over Na2SO4. The solvent was removed and the residue was... Starting materials: CS(C)=O, Cl, Cc1ccc2c(c1)c(-c1ccc(F)cc1)cn2C1CCN(CCN2CCN(C(C)C)C2=O)CC1, O. The product is Cc1ccc2c(c1)c(-c1ccc(F)cc1)c(Cl)n2C1CCN(CCN2CCN(C(C)C)C2=O)CC1. Reaction SMILES: [CH3:35][S:36]([CH3:37])=[O:38].[ClH:39].[F:1][c:2]1[cH:3][cH:4][c:5](-[c:8]2[cH:9][n:10]([CH:18]3[CH2:19][CH2:20][N:21]([CH2:24][CH2:25][N:26]4[C:27](=[O:34])[N:28]([CH:31]([CH3:32])[CH3:33])[CH2:29][CH2:30]4)[CH2:22][CH2:23]3)[c:11]3[cH:12][cH:13][c:14]([CH3:17])[cH:15][c:16]23)[cH:6][cH:7]1.[OH2:40]>>[F:1][c:2]1[cH:3][cH:4][c:5](-[c:8]2[c:9]([Cl:39])[n:10]([CH:18]3[CH2:19][CH2:20][N:21]([CH2:24][CH2:25][N:26]4[C:27](=[O:34])[N:28]([CH:31]([CH3:32])[CH3:33])[CH2:29][CH2:30]4)[CH2:22][CH2:23]3)[c:11]3[cH:12][cH:13][c:14]([CH3:17])[cH:15][c:16]23)[cH:6][cH:7]1. The reactants are CNO (N-methylhydroxylamine), [Cl-].[Na+] (sodium chloride), Cl (HCl), C1(=CC=C(C=C1)S(=O)(=O)Cl)C (p-toluenesulfonyl chloride). Solvent: C(C)N(CC)CC (triethylamine), O1CCCC1 (tetrahydrofuran). Conditions: time 0.5 hour. Product: CN(O)S(=O)(=O)C1=CC=C(C=C1)C (N-methyl-N-(p-toluenesulfonyl)hydroxylamine). Reaction SMILES: [CH3:1][NH:2][OH:3].Cl.[C:5]1([CH3:15])[CH:10]=[CH:9][C:8]([S:11](Cl)(=[O:13])=[O:12])=[CH:7][CH:6]=1.[Cl-].[Na+]>C(N(CC)CC)C.O1CCCC1>[CH3:1][N:2]([S:11]([C:8]1[CH:9]=[CH:10][C:5]([CH3:15])=[CH:6][CH:7]=1)(=[O:13])=[O:12])[OH:3] |f:3.4|. Reported procedure: 5.02 Grams of N-methylhydroxylamine.HCl was suspended with 70 ml of tetrahydrofuran and 6.70 g of triethylamine was added to the solution. After stirring at room temperature for 0.5 hour, 5.73 g of p-toluenesulfonyl chloride was added to the reaction solution and stirred at room temperature over night. The saturated sodium chloride solution was added to the reaction solution and extracted with ethyl acetate. The organic layer was washed with saturated sodium chloride solution and dried over anhy... The yield is 97.0%. Conditions: temperature 100 celsius. Product: FC1=C(C(=O)O)C=C(C=C1)C1=CC(=CC=C1)F (2-Fluoro-5-(3-fluorophenyl)benzoic acid). Reported procedure: To a mixture of 5-bromo-2-fluorobenzoic acid (3 g, 13.2 mmol, 1.0 eq) and 3-fluorophenyl boronic acid (2.1 g, 15.1 mmol, 1.1 eq) in water (15 mL), EtOH (15 mL) and DMF (60 mL) was added Na2CO3 (5.81 g, 54.8 mmol, 4.1 eq) and Pd(PPh3)4 (1.58 g, 1.37 mmol, 0.1 eq). The reaction mixture was heated at 100° C. under nitrogen for 4 h, then cooled to room temperature. The resulting mixture was poured into water and extracted with ethyl acetate. The organic extracts were combined, dried (Na2SO4), filter... Reaction SMILES: Br[C:2]1[CH:3]=[CH:4][C:5]([F:11])=[C:6]([CH:10]=1)[C:7]([OH:9])=[O:8].[F:12][C:13]1[CH:14]=[C:15](B(O)O)[CH:16]=[CH:17][CH:18]=1.C([O-])([O-])=O.[Na+].[Na+]>O.CCO.CN(C=O)C.C1C=CC([P]([Pd]([P](C2C=CC=CC=2)(C2C=CC=CC=2)C2C=CC=CC=2)([P](C2C=CC=CC=2)(C2C=CC=CC=2)C2C=CC=CC=2)[P](C2C=CC=CC=2)(C2C=CC=CC=2)C2C=CC=CC=2)(C2C=CC=CC=2)C2C=CC=CC=2)=CC=1>[F:11][C:5]1[CH:4]=[CH:3][C:2]([C:17]2[CH:16]=[CH:15][CH:14]=[C:13]([F:12])[CH:18]=2)=[CH:10][C:6]=1[C:7]([OH:9])=[O:8] |f:2.3.4,^1:40,42,61,80|. Run in O (water), O (water), CCO (EtOH), CN(C)C=O (DMF). The reagents and catalysts are C=1C=CC(=CC1)[P](C=2C=CC=CC2)(C=3C=CC=CC3)[Pd]([P](C=4C=CC=CC4)(C=5C=CC=CC5)C=6C=CC=CC6)([P](C=7C=CC=CC7)(C=8C=CC=CC8)C=9C=CC=CC9)[P](C=1C=CC=CC1)(C=1C=CC=CC1)C=1C=CC=CC1 (Pd(PPh3)4). Reactants: C(=O)([O-])[O-].[Na+].[Na+] (Na2CO3), BrC=1C=CC(=C(C(=O)O)C1)F (5-bromo-2-fluorobenzoic acid), FC=1C=C(C=CC1)B(O)O (3-fluorophenyl boronic acid). Starting materials: CC(C)([O-])C.[Na+] (sodium tert-butoxide), ClC1=CC2=C(C(=N1)CO)C(=NN2C(C2=CC=CC=C2)(C2=CC=CC=C2)C2=CC=CC=C2)OC ((6-chloro-3-methoxy-1-trityl-1H-pyrazolo[4,3-c]pyridin-4-yl)methanol), C(N)(OCC1=CC=CC=C1)=O (benzyl carbamate), BrettPhos Pd-G3. Solvent: C1CCOC1 (THF). Conditions: temperature 50 celsius, time 10 hour. The product is C(C1=CC=CC=C1)OC(NC1=CC2=C(C(=N1)CO)C(=NN2C(C2=CC=CC=C2)(C2=CC=CC=C2)C2=CC=CC=C2)OC)=O (benzyl(4-(hydroxymethyl)-3-methoxy-1-trityl-1H-pyrazolo[4,3-c]pyridin-6-yl)carbamate). Isolated yield 57.8%. Reaction SMILES: CC(C)([O-])C.[Na+].Cl[C:8]1[N:13]=[C:12]([CH2:14][OH:15])[C:11]2[C:16]([O:38][CH3:39])=[N:17][N:18]([C:19]([C:32]3[CH:37]=[CH:36][CH:35]=[CH:34][CH:33]=3)([C:26]3[CH:31]=[CH:30][CH:29]=[CH:28][CH:27]=3)[C:20]3[CH:25]=[CH:24][CH:23]=[CH:22][CH:21]=3)[C:10]=2[CH:9]=1.[C:40](=[O:50])([O:42][CH2:43][C:44]1[CH:49]=[CH:48][CH:47]=[CH:46][CH:45]=1)[NH2:41]>C1COCC1>[CH2:43]([O:42][C:40](=[O:50])[NH:41][C:8]1[N:13]=[C:12]([CH2:14][OH:15])[C:11]2[C:16]([O:38][CH3:39])=[N:17][N:18]([C:19]([C:32]3[CH:37]=[CH:36][CH:35]=[CH:34][CH:33]=3)([C:26]3[CH:31]=[CH:30][CH:29]=[CH:28][CH:27]=3)[C:20]3[CH:25]=[CH:24][CH:23]=[CH:22][CH:21]=3)[C:10]=2[CH:9]=1)[C:44]1[CH:49]=[CH:48][CH:47]=[CH:46][CH:45]=1 |f:0.1|. Procedure: A 20 mL scintillation vial was charged with sodium tert-butoxide (105 mg, 1.097 mmol), (6-chloro-3-methoxy-1-trityl-1H-pyrazolo[4,3-c]pyridin-4-yl)methanol (35B, 250 mg, 0.548 mmol), benzyl carbamate (124 mg, 0.822 mmol) and BrettPhos-Pd-G3 (24.85 mg, 0.027 mmol). THF (5 ml) was added, the vial flushed with argon, capped and the contents heated to 50° C. with stirring for 10 h. The mixture was cooled, diluted with ethyl acetate (10 mL), washed with aqueous sodium hydrogen carbonate (saturated, 2... The reactants are CCOC(C)=O, O=S(=O)(Cl)c1ccc(Cl)c(Cl)c1, Nc1ccc(Cl)cc1C(O)c1ccccc1Cl, c1ccncc1. The product is O=S(=O)(Nc1ccc(Cl)cc1C(O)c1ccccc1Cl)c1ccc(Cl)c(Cl)c1. Reaction SMILES: [CH3:36][CH2:37][O:38][C:39](=[O:40])[CH3:41].[Cl:18][c:19]1[cH:20][c:21]([S:26](=[O:27])(=[O:28])[Cl:29])[cH:22][cH:23][c:24]1[Cl:25].[NH2:1][c:2]1[c:3]([CH:9]([OH:10])[c:11]2[c:12]([Cl:17])[cH:13][cH:14][cH:15][cH:16]2)[cH:4][c:5]([Cl:8])[cH:6][cH:7]1.[cH:30]1[cH:31][cH:32][n:33][cH:34][cH:35]1>>[NH:1]([c:2]1[c:3]([CH:9]([OH:10])[c:11]2[c:12]([Cl:17])[cH:13][cH:14][cH:15][cH:16]2)[cH:4][c:5]([Cl:8])[cH:6][cH:7]1)[S:26]([c:21]1[cH:20][c:19]([Cl:18])[c:24]([Cl:25])[cH:23][cH:22]1)(=[O:27])=[O:28]. Reactants: C1CCOC1, Cc1cc(C)cc(Oc2ccc(C#N)cc2[N+](=O)[O-])c1, O. Product: Cc1cc(C)cc(Oc2ccc(C#N)cc2N)c1. Reaction SMILES: [CH2:21]1[O:22][CH2:23][CH2:24][CH2:25]1.[CH3:1][c:2]1[cH:3][c:4]([O:5][c:6]2[c:7]([N+:14]([O-:15])=[O:16])[cH:8][c:9]([C:10]#[N:11])[cH:12][cH:13]2)[cH:17][c:18]([CH3:20])[cH:19]1.[OH2:26]>>[CH3:1][c:2]1[cH:3][c:4]([O:5][c:6]2[c:7]([NH2:14])[cH:8][c:9]([C:10]#[N:11])[cH:12][cH:13]2)[cH:17][c:18]([CH3:20])[cH:19]1.